Dataset: the Open Reaction Database (ORD), a public repository of structured organic reaction records. Task: describe an organic reaction: reactants, conditions, products, and yield Run in CC(=O)OCC1=C2C=CC=CC2=C(C3=CC=CC=C31)COC(=O)C (acetic). Reactants: CN(C=CC(=O)C1=NC(=CC=C1)C)C (3-dimethylamino-1-(6-methyl-2-pyridyl)-2-propen-1-one), NC1=NNC=C1C (3-amino-4-methylpyrazole). Reaction SMILES: C[N:2]([CH3:14])[CH:3]=[CH:4][C:5]([C:7]1[CH:12]=[CH:11][CH:10]=[C:9]([CH3:13])[N:8]=1)=O.N[C:16]1[C:20](C)=[CH:19][NH:18][N:17]=1>CC(OCC1C2C(=CC=CC=2)C(COC(C)=O)=C2C=1C=CC=C2)=O>[CH3:19][C:20]1[CH:16]=[N:17][N:18]2[C:5]([C:7]3[CH:12]=[CH:11][CH:10]=[C:9]([CH3:13])[N:8]=3)=[CH:4][CH:3]=[N:2][C:14]=12. The product is CC=1C=NN2C1N=CC=C2C2=NC(=CC=C2)C (3-Methyl-7-(6-methyl-2-pyridyl)pyrazolo[1,5-a]pyrimidine). Procedure: As for example 53, a mixture of 3-dimethylamino-1-(6-methyl-2-pyridyl)-2-propen-1-one and 3-amino-4-methylpyrazole in glacial acetic is refluxed for 4 hours to give the product of the example. Product: COc1cc2c(cc1OC)-c1cc(=Nc3c(C)cc(C)cc3C)n(CCCCNC(N)=O)c(=O)n1CC2. RXN SMILES: [ClH:40].[NH2:5][CH2:6][CH2:7][CH2:8][CH2:9][n:10]1[c:11](=[O:38])[n:12]2[c:13]([cH:26][c:27]1=[N:28][c:29]1[c:30]([CH3:37])[cH:31][c:32]([CH3:36])[cH:33][c:34]1[CH3:35])-[c:14]1[cH:15][c:16]([O:24][CH3:25])[c:17]([O:22][CH3:23])[cH:18][c:19]1[CH2:20][CH2:21]2.[Na:1][O:2][C:3]#[N:4].[OH2:39]>>[O:2]=[C:3]([NH2:4])[NH:5][CH2:6][CH2:7][CH2:8][CH2:9][n:10]1[c:11](=[O:38])[n:12]2[c:13]([cH:26][c:27]1=[N:28][c:29]1[c:30]([CH3:37])[cH:31][c:32]([CH3:36])[cH:33][c:34]1[CH3:35])-[c:14]1[cH:15][c:16]([O:24][CH3:25])[c:17]([O:22][CH3:23])[cH:18][c:19]1[CH2:20][CH2:21]2. Starting materials: Cl, COc1cc2c(cc1OC)-c1cc(=Nc3c(C)cc(C)cc3C)n(CCCCN)c(=O)n1CC2, N#CO[Na], O. Reactants: COCCCOc1ccc2c(COc3cccc4[nH]c(C(=O)O)cc34)coc2c1, CC1CN(CCC2(O)CCC(N)CC2)CCC1O. Yields the product COCCCOc1ccc2c(COc3cccc4[nH]c(C(=O)NC5CCC(O)(CCN6CCC(O)C(C)C6)CC5)cc34)coc2c1. RXN SMILES: [CH3:1][O:2][CH2:3][CH2:4][CH2:5][O:6][c:7]1[cH:8][c:9]2[c:10]([c:11]([CH2:14][O:15][c:16]3[c:17]4[cH:18][c:19]([C:25](=[O:26])[OH:27])[nH:20][c:21]4[cH:22][cH:23][cH:24]3)[cH:12][o:13]2)[cH:28][cH:29]1.[NH2:30][CH:31]1[CH2:32][CH2:33][C:34]([OH:37])([CH2:38][CH2:39][N:40]2[CH2:41][CH:42]([CH3:47])[CH:43]([OH:46])[CH2:44][CH2:45]2)[CH2:35][CH2:36]1>>[CH3:1][O:2][CH2:3][CH2:4][CH2:5][O:6][c:7]1[cH:8][c:9]2[c:10]([c:11]([CH2:14][O:15][c:16]3[c:17]4[cH:18][c:19]([C:25](=[O:27])[NH:30][CH:31]5[CH2:32][CH2:33][C:34]([OH:37])([CH2:38][CH2:39][N:40]6[CH2:41][CH:42]([CH3:47])[CH:43]([OH:46])[CH2:44][CH2:45]6)[CH2:35][CH2:36]5)[nH:20][c:21]4[cH:22][cH:23][cH:24]3)[cH:12][o:13]2)[cH:28][cH:29]1. Starting materials: [H-].[Al+3].[Li+].[H-].[H-].[H-] (Lithium aluminium hydride), C(C1=CC=CC=C1)OC(=O)N1[C@H](CCCC1)CN1C(=NC(=C1)C1=CC(=C(C=C1)F)C(F)(F)F)C1CCNCC1 ((R)-benzyl-2-((4-(4-fluoro-3-(trifluoromethyl)phenyl)-2-(piperidin-4-yl)-1H-imidazol-1-yl)methyl)piperidine-1-carboxylate). Solvent: C1CCOC1 (THF). Yields the product FC(C=1C=C(C=CC1F)C=1N=C(N(C1)C[C@@H]1N(CCCC1)C)C1CCNCC1)F ((R)-2-((4-(3-(Difluoromethyl)-4-fluorophenyl)-2-(piperidin-4-yl)-1H-imidazol-1-yl)methyl)-1-methylpiperidine). As a reaction SMILES: [H-].[Al+3].[Li+].[H-].[H-].[H-].C(O[C:15]([N:17]1[CH2:22][CH2:21][CH2:20][CH2:19][C@@H:18]1[CH2:23][N:24]1[CH:28]=[C:27]([C:29]2[CH:34]=[CH:33][C:32]([F:35])=[C:31]([C:36](F)([F:38])[F:37])[CH:30]=2)[N:26]=[C:25]1[CH:40]1[CH2:45][CH2:44][NH:43][CH2:42][CH2:41]1)=O)C1C=CC=CC=1>C1COCC1>[F:38][CH:36]([F:37])[C:31]1[CH:30]=[C:29]([C:27]2[N:26]=[C:25]([CH:40]3[CH2:41][CH2:42][NH:43][CH2:44][CH2:45]3)[N:24]([CH2:23][C@H:18]3[CH2:19][CH2:20][CH2:21][CH2:22][N:17]3[CH3:15])[CH:28]=2)[CH:34]=[CH:33][C:32]=1[F:35] |f:0.1.2.3.4.5|. Procedure: To a suspension of Lithium aluminium hydride (0.638 g, 0.0168 mol, 5.0 eq) in 20 mL THF at 0° C., add (R)-benzyl-2-((4-(4-fluoro-3-(trifluoromethyl)phenyl)-2-(piperidin-4-yl)-1H-imidazol-1-yl)methyl)piperidine-1-carboxylate in small portions (2.2 g, 0.0033 mol, 1.0 eq). Stir the reaction at RT for 4 hours. After completion, cool the reaction and quench with ice cold water followed by 10% NaOH solution and stir at RT and filter the resulting suspension through Celite®, wash the solid cake with EA...